Dataset: the Open Reaction Database (ORD), a public repository of structured organic reaction records. Task: describe an organic reaction: reactants, conditions, products, and yield The reactants are CC1=CC2=C(S1)CCCC(C2=O)CC(=O)O (2-methyl-4-oxo-5,6,7,8-tetrahydro-4H-cyclohepta[b]thiophene-5-acetic acid), ClC1=CC=C(C=C1)NN (4-chlorophenyl hydrazine). Solvent: C1(=CC=CC=C1)C (toluene). Product: ClC1=CC=C(C=C1)N1N=C2C(CC1=O)CCCC1=C2C=C(S1)C (2-(4-chlorophenyl)-9-methyl-2,4,4a,5,6,7-hexahydro-3H-thieno[2',3':6,7]cyclohepta[1,2-c]pyridazin-3-one). Isolated yield 74.6%. As a reaction SMILES: [CH3:1][C:2]1[S:6][C:5]2[CH2:7][CH2:8][CH2:9][CH:10]([CH2:13][C:14]([OH:16])=O)[C:11](=O)[C:4]=2[CH:3]=1.[Cl:17][C:18]1[CH:23]=[CH:22][C:21]([NH:24][NH2:25])=[CH:20][CH:19]=1>C1(C)C=CC=CC=1>[Cl:17][C:18]1[CH:23]=[CH:22][C:21]([N:24]2[C:14](=[O:16])[CH2:13][CH:10]3[CH2:9][CH2:8][CH2:7][C:5]4[S:6][C:2]([CH3:1])=[CH:3][C:4]=4[C:11]3=[N:25]2)=[CH:20][CH:19]=1. Procedure details: A suspension of 2.5 g of 2-methyl-4-oxo-5,6,7,8-tetrahydro-4H-cyclohepta[b]thiophene-5-acetic acid and 1.95 g of 4-chlorophenyl hydrazine in 50 ml of toluene is refluxed under heating for 4 hours. After cooling, the mixture is concentrated under reduced pressure and the precipitated crystals are recrystallzed from ethanol to give 2.7 g of 2-(4-chlorophenyl)-9-methyl-2,4,4a,5,6,7-hexahydro-3H-thieno[2',3':6,7]cyclohepta[1,2-c]pyridazin-3-one, melting at 119°-121° C. Starting materials: C(#N)C1=CC(=C(C=C1)C=1C=NN(C1O)C1=NC=C(C(=O)O)C=C1)C (6-(4-(4-cyano-2-methylphenyl)-5-hydroxy-1H-pyrazol-1-yl)nicotinic acid), Cl.COCC1CCNCC1 (4-(methoxymethyl)piperidine hydrochloride). The product is OC1=C(C=NN1C1=NC=C(C=C1)C(=O)N1CCC(CC1)COC)C1=C(C=C(C#N)C=C1)C (4-(5-hydroxy-1-(5-(4-(methoxymethyl)piperidine-1-carbonyl)pyridin-2-yl)-1H-pyrazol-4-yl)-3-methylbenzonitrile). As a reaction SMILES: [C:1]([C:3]1[CH:8]=[CH:7][C:6]([C:9]2[CH:10]=[N:11][N:12]([C:15]3[CH:23]=[CH:22][C:18]([C:19]([OH:21])=O)=[CH:17][N:16]=3)[C:13]=2[OH:14])=[C:5]([CH3:24])[CH:4]=1)#[N:2].Cl.[CH3:26][O:27][CH2:28][CH:29]1[CH2:34][CH2:33][NH:32][CH2:31][CH2:30]1>>[OH:14][C:13]1[N:12]([C:15]2[CH:23]=[CH:22][C:18]([C:19]([N:32]3[CH2:33][CH2:34][CH:29]([CH2:28][O:27][CH3:26])[CH2:30][CH2:31]3)=[O:21])=[CH:17][N:16]=2)[N:11]=[CH:10][C:9]=1[C:6]1[CH:7]=[CH:8][C:3]([C:1]#[N:2])=[CH:4][C:5]=1[CH3:24] |f:1.2|. Procedure details: The title compound was prepared in a manner similar to Example 227 using 6-(4-(4-cyano-2-methylphenyl)-5-hydroxy-1H-pyrazol-1-yl)nicotinic acid and 4-(methoxymethyl)piperidine hydrochloride. 1H NMR (400 MHz, DMSO-d6) δ 1.10 (qd, J=12.3, 4.0 Hz, 2H) 1.59 (br. s., 1H) 1.67 (br. s., 1H) 1.70-1.85 (m, 1H) 2.36 (s, 3H) 2.74 (br. s., 1H) 3.14 (d, J=6.3 Hz, 2H) 3.17 (s, 3H) 3.57 (br. s., 1H) 4.41 (br. s., 1H) 7.57 (dd, J=8.0, 1.4 Hz, 1H) 7.64 (s, 1H) 7.74 (d, J=8.1 Hz, 1H) 7.96 (dd, J=8.6, 2.3 Hz, 1H) ... Reactants: S(O)(O)(=O)=O (sulfuric acid), [Si](C)(C)(C(C)(C)C)OCCOC=1C(=NC(=NC1)C=1C2=C(N(N1)CC1=C(C=CC=C1)F)CCC2)NC2=CC=NC=C2C#N (4-({5-(2-{[tert-butyl(dimethyl)silyl]oxy}ethoxy)-2-[1-(2-fluorobenzyl)-1,4,5,6-tetrahydrocyclopenta[c]pyrazol-3-yl]pyrimidin-4-yl}amino)nicotinonitrile), C(O)([O-])=O.[Na+] (sodium hydrogen carbonate). The product is FC1=C(CN2N=C(C3=C2CCC3)C3=NC=C(C(=N3)NC3=CC=NC=C3C(=O)N)OCCO)C=CC=C1 (4-({2-[1-(2-fluorobenzyl)-1,4,5,6-tetrahydrocyclopenta[c]pyrazol-3-yl]-5-(2-hydroxyethoxyl)pyrimidin-4-yl}amino)nicotinamide). As a reaction SMILES: S(=O)(=O)(O)O.[Si]([O:13][CH2:14][CH2:15][O:16][C:17]1[C:18]([NH:39][C:40]2[C:45]([C:46]#[N:47])=[CH:44][N:43]=[CH:42][CH:41]=2)=[N:19][C:20]([C:23]2[C:24]3[CH2:38][CH2:37][CH2:36][C:25]=3[N:26]([CH2:28][C:29]3[CH:34]=[CH:33][CH:32]=[CH:31][C:30]=3[F:35])[N:27]=2)=[N:21][CH:22]=1)(C(C)(C)C)(C)C.C(=O)([O-])[OH:49].[Na+]>>[F:35][C:30]1[CH:31]=[CH:32][CH:33]=[CH:34][C:29]=1[CH2:28][N:26]1[C:25]2[CH2:36][CH2:37][CH2:38][C:24]=2[C:23]([C:20]2[N:19]=[C:18]([NH:39][C:40]3[C:45]([C:46]([NH2:47])=[O:49])=[CH:44][N:43]=[CH:42][CH:41]=3)[C:17]([O:16][CH2:15][CH2:14][OH:13])=[CH:22][N:21]=2)=[N:27]1 |f:2.3|. Reported procedure: 0.23 mL sulfuric acid (4.18 mmol, 25.0 eq.) were added to 98 mg of 4-({5-(2-{[tert-butyl(dimethyl)silyl]oxy}ethoxy)-2-[1-(2-fluorobenzyl)-1,4,5,6-tetrahydrocyclopenta[c]pyrazol-3-yl]pyrimidin-4-yl}amino)nicotinonitrile 2-3-10 (0.167 mmol, 1.00 eq.). The reaction mixture was stirred at rt over night. Aqueous saturated sodium hydrogen carbonate was added and the suspension was filtered and washed with water. Purification by flash chromatography provided 4.4 mg (0.01 mmol, 5%) of analytically pure ... Starting materials: O1CCOCC1 (Dioxan), ClCC(=O)[C-]1C=CC=C1.[CH-]1C=CC=C1.[Fe+2] (Chloroacetylferrocene), C1(CCCCC1)S (Cyclohexylmercaptan), [OH-].[Na+] (sodium hydroxide). The solvent is O (water), O (water), O (water). Product: C1(CCCCC1)CC(=S)[C-]1C=CC=C1.[CH-]1C=CC=C1.[Fe+2] (Cyclohexylthioacetylferrocene). RXN SMILES: [CH:1]1([SH:7])[CH2:6][CH2:5][CH2:4][CH2:3]C1.[OH-].[Na+].O1[CH2:15][CH2:14]OCC1.Cl[CH2:17][C:18]([C-:20]1[CH:24]=[CH:23][CH:22]=[CH:21]1)=O.[CH-:25]1C=[CH:28][CH:27]=[CH:26]1.[Fe+2:30]>O>[CH:15]1([CH2:17][C:18]([C-:20]2[CH:24]=[CH:23][CH:22]=[CH:21]2)=[S:7])[CH2:14][CH2:28][CH2:27][CH2:26][CH2:25]1.[CH-:3]1[CH:4]=[CH:5][CH:6]=[CH:1]1.[Fe+2:30] |f:1.2,4.5.6,8.9.10|. Procedure: Cyclohexylmercaptan (11.6g, 0.1M) was added to a solution of sodium hydroxide (4g, 0.1M) in water (20 ml). Dioxan (300 ml) was added and the resulting white precipitate was redissolved on the addition of a further small quantity of water. Chloroacetylferrocene (27.3g, 0.1M) was then added and the reaction mixture was heated at 100° for 2 hours with stirring. The cooled reaction mixture was diluted with water and extracted with chloroform. The organic layer was washed with water, dried over anhyd... Starting materials: ClC(C(=O)C1=CC=C2CN(C3=C(CN21)C=CC=C3)C(=O)C3=CC(=C(C=C3)C3=C(C=CC=C3)C)C)(Cl)Cl (2,2,2-Trichloro-1-{10-[(2,2′-dimethyl-1,1′-biphenyl-4-yl)carbonyl]-10,11-dihydro-5H-pyrrolo[2,1-c][1,4]benzodiazepin-3-yl}ethanone), C(C1=CC=2OCOC2C=C1)N (piperonylamine). Product: O1COC2=C1C=CC(=C2)CNC(=O)C2=CC=C1CN(C3=C(CN12)C=CC=C3)C(=O)C3=CC(=C(C=C3)C3=C(C=CC=C3)C)C (N-(1,3-BENZODIOXOL-5-YLMETHYL)-10-[(2,2′-DIMETHYL-1,1′-BIPHENYL-4-YL)CARBONYL]-10,11-DIHYDRO-5H-PYRROLO[2,1-C][1,4]BENZODIAZEPINE-3-CARBOXAMIDE). As a reaction SMILES: ClC(Cl)(Cl)[C:3]([C:5]1[N:14]2[C:8]([CH2:9][N:10]([C:19]([C:21]3[CH:26]=[CH:25][C:24]([C:27]4[CH:32]=[CH:31][CH:30]=[CH:29][C:28]=4[CH3:33])=[C:23]([CH3:34])[CH:22]=3)=[O:20])[C:11]3[CH:18]=[CH:17][CH:16]=[CH:15][C:12]=3[CH2:13]2)=[CH:7][CH:6]=1)=[O:4].[CH2:37]([NH2:47])[C:38]1[CH:46]=[CH:45][C:44]2[O:43][CH2:42][O:41][C:40]=2[CH:39]=1>>[O:43]1[C:44]2[CH:45]=[CH:46][C:38]([CH2:37][NH:47][C:3]([C:5]3[N:14]4[C:8]([CH2:9][N:10]([C:19]([C:21]5[CH:26]=[CH:25][C:24]([C:27]6[CH:32]=[CH:31][CH:30]=[CH:29][C:28]=6[CH3:33])=[C:23]([CH3:34])[CH:22]=5)=[O:20])[C:11]5[CH:18]=[CH:17][CH:16]=[CH:15][C:12]=5[CH2:13]4)=[CH:7][CH:6]=3)=[O:4])=[CH:39][C:40]=2[O:41][CH2:42]1. Reported procedure: The title compound was synthesized in the manner of Example 13 from 2,2,2-trichloro-1-{10-[(2,2′-dimethyl-1,1′-biphenyl-4-yl)carbonyl]-10,11-dihydro-5H-pyrrolo[2,1-c][1,4]benzodiazepin-3-yl}ethanone of Example 6 and piperonylamine, m.p. 149-151° C. MS [(+)ESI, m/z]: 568 [M+H]+ Anal. Calcd for C36H31N3O4: C, 75.90; H, 5.49; N, 7.38. Found: C, 75.77; H, 5.36; N, 7.19. Starting materials: CCCCn1c(Br)nc2c(N)ncnc21, CCCCO, NC(N)=S. Product: CCCCn1c(=S)[nH]c2c(N)ncnc21. RXN SMILES: [Br:1][c:2]1[n:3]([CH2:12][CH2:13][CH2:14][CH3:15])[c:4]2[n:5][cH:6][n:7][c:8]([NH2:11])[c:9]2[n:10]1.[CH2:20]([OH:21])[CH2:22][CH2:23][CH3:24].[NH2:16][C:17]([NH2:18])=[S:19]>>[c:2]1(=[S:19])[n:3]([CH2:12][CH2:13][CH2:14][CH3:15])[c:4]2[n:5][cH:6][n:7][c:8]([NH2:11])[c:9]2[nH:10]1.